Dataset: the Open Reaction Database (ORD), a public repository of structured organic reaction records. Task: describe an organic reaction: reactants, conditions, products, and yield The reactants are BrC1=CC=C2C=CN(C2=C1)CCN(C)C (6-Bromo-1-(2-(N,N-dimethylamino)ethyl)-1H-indole), B1(OCCCO1)C2=CN=CC=C2 (pyridine-3-boronic acid-1,3-propanediol cyclic ester), C([O-])([O-])=O.[Na+].[Na+] (sodium carbonate). The reagents and catalysts are C=1C=CC(=CC1)[P](C=2C=CC=CC2)(C=3C=CC=CC3)[Pd]([P](C=4C=CC=CC4)(C=5C=CC=CC5)C=6C=CC=CC6)([P](C=7C=CC=CC7)(C=8C=CC=CC8)C=9C=CC=CC9)[P](C=1C=CC=CC1)(C=1C=CC=CC1)C=1C=CC=CC1 (tetrakis(triphenylphosphine)palladium(0)). Solvent: C1(=CC=CC=C1)C (toluene). The product is CN(C)CCN1C=CC2=CC=C(C=C12)C=1C=NC=CC1 (1-(2-(N,N-Dimethylamino)ethyl)-6-(3-pyridyl)-1H-indole). Yield: 81.5%. As a reaction SMILES: Br[C:2]1[CH:10]=[C:9]2[C:5]([CH:6]=[CH:7][N:8]2[CH2:11][CH2:12][N:13]([CH3:15])[CH3:14])=[CH:4][CH:3]=1.B1([C:22]2[CH:27]=[CH:26][CH:25]=[N:24][CH:23]=2)OCCCO1.C(=O)([O-])[O-].[Na+].[Na+]>C1C=CC([P]([Pd]([P](C2C=CC=CC=2)(C2C=CC=CC=2)C2C=CC=CC=2)([P](C2C=CC=CC=2)(C2C=CC=CC=2)C2C=CC=CC=2)[P](C2C=CC=CC=2)(C2C=CC=CC=2)C2C=CC=CC=2)(C2C=CC=CC=2)C2C=CC=CC=2)=CC=1.C1(C)C=CC=CC=1>[CH3:14][N:13]([CH2:12][CH2:11][N:8]1[C:9]2[C:5](=[CH:4][CH:3]=[C:2]([C:22]3[CH:23]=[N:24][CH:25]=[CH:26][CH:27]=3)[CH:10]=2)[CH:6]=[CH:7]1)[CH3:15] |f:2.3.4,^1:37,39,58,77|. Procedure: In a 25 mL round bottom flask equipped with a stir bar was added 6-Bromo-1-(2-(N,N-dimethylamino)ethyl)-1H-indole (0.10 g; 0.37 mmol), pyridine-3-boronic acid-1,3-propanediol cyclic ester (0.12 g; 0.74 mmol), toluene (10 mL), sodium carbonate (2M) (4 mL) and tetrakis(triphenylphosphine)palladium(0) (0.02 g; 0.04 mmol). The reaction mixture was refluxed overnight, filtered through a pad of celite and the solvent evaporated in vacuo. The residue was dissolved in ethyl acetate (30 mL) and successiv... The reactants are Brc1cc(Br)c2c(c1)oc1ccccc12, C1CCOC1, CCCCCC, [Li]CCCC, CN(C)C=O. Product: O=Cc1cc(Br)cc2oc3ccccc3c12. Reaction SMILES: [Br:1][c:2]1[cH:3][c:4]([Br:15])[cH:5][c:6]2[o:7][c:8]3[c:9]([c:10]12)[cH:11][cH:12][cH:13][cH:14]3.[CH2:32]1[O:33][CH2:34][CH2:35][CH2:36]1.[CH3:21][CH2:22][CH2:23][CH2:24][CH2:25][CH3:26].[Li:16][CH2:17][CH2:18][CH2:19][CH3:20].[O:27]=[CH:28][N:29]([CH3:30])[CH3:31]>>[c:2]1([CH:28]=[O:27])[cH:3][c:4]([Br:15])[cH:5][c:6]2[o:7][c:8]3[c:9]([c:10]12)[cH:11][cH:12][cH:13][cH:14]3.